The task is: describe an organic reaction: reactants, conditions, products, and yield. This data is from the Open Reaction Database (ORD), a public repository of structured organic reaction records. Isolated yield 34.9%. Starting materials: C(Cl)(Cl)Cl (chloroform), C(C1=CC=CC=C1)NC1=C(C=NC(=C1)NC1=CC=C(C=C1)N1CCNCCC1)CC(=O)N (4-(benzylamino)-6-{[4-(1,4-diazepan-1-yl)phenyl]amino}pyridine-3-carboxyamide), C(C1=CC=CC=C1)NC1=C(C=NC(=C1)NC1=CC=C(C=C1)N1CCNCCC1)CC(=O)N (4-(benzylamino)-6-{[4-(1,4-diazepan-1-yl)phenyl]amino}pyridine-3-carboxyamide), C([O-])([O-])=O.[K+].[K+] (potassium carbonate), IC (iodomethane). Reaction conditions: time 30 minute. Procedure details: 25 mg of 4-(benzylamino)-6-{[4-(1,4-diazepan-1-yl)phenyl]amino}pyridine-3-carboxyamide (the compound of Example 226) was dissolved in 0.3 mL of N,N-dimethylformamide, to which, under ice cooling, 10 mg of potassium carbonate and 4.3 mg of iodomethane were added, and stirred at the same temperature for 30 minutes and at room temperature for further 30 minutes. To the reaction mixture, chloroform was added, and the insoluble substances were filtered off. The solvent was evaporated and the residue ... As a reaction SMILES: [CH2:1]([NH:8][C:9]1[CH:14]=[C:13]([NH:15][C:16]2[CH:21]=[CH:20][C:19]([N:22]3[CH2:28][CH2:27][CH2:26][NH:25][CH2:24][CH2:23]3)=[CH:18][CH:17]=2)[N:12]=[CH:11][C:10]=1[CH2:29][C:30]([NH2:32])=[O:31])[C:2]1[CH:7]=[CH:6][CH:5]=[CH:4][CH:3]=1.[C:33](=O)([O-])[O-].[K+].[K+].IC.C(Cl)(Cl)Cl>CN(C)C=O>[CH2:1]([NH:8][C:9]1[CH:14]=[C:13]([NH:15][C:16]2[CH:17]=[CH:18][C:19]([N:22]3[CH2:28][CH2:27][CH2:26][N:25]([CH3:33])[CH2:24][CH2:23]3)=[CH:20][CH:21]=2)[N:12]=[CH:11][C:10]=1[CH2:29][C:30]([NH2:32])=[O:31])[C:2]1[CH:7]=[CH:6][CH:5]=[CH:4][CH:3]=1 |f:1.2.3|. Run in CN(C=O)C (N,N-dimethylformamide). The product is C(C1=CC=CC=C1)NC1=C(C=NC(=C1)NC1=CC=C(C=C1)N1CCN(CCC1)C)CC(=O)N (4-(benzylamino)-6-{[4-(4-methyl-1,4-diazepan-1-yl)phenyl]amino}pyridine-3-carboxyamide).